This data is from the Open Reaction Database (ORD), a public repository of structured organic reaction records. The task is: describe an organic reaction: reactants, conditions, products, and yield Reactants: COC(C(=O)O)C1=CC(=CC=C1)OC1=CC=CC=C1 ((RS)-Methoxy-(3-phenoxy-phenyl)-acetic acid), NCC1=CC=C(C#N)C=C1 (4-aminomethyl benzonitrile). The product is C(#N)C1=CC=C(CNC(C(C2=CC(=CC=C2)OC2=CC=CC=C2)OC)=O)C=C1 ((RS)-N-(4-cyano-benzyl)-2-methoxy-2-(3-phenoxy-phenyl)-acetamide). RXN SMILES: [CH3:1][O:2][CH:3]([C:7]1[CH:12]=[CH:11][CH:10]=[C:9]([O:13][C:14]2[CH:19]=[CH:18][CH:17]=[CH:16][CH:15]=2)[CH:8]=1)[C:4]([OH:6])=O.[NH2:20][CH2:21][C:22]1[CH:29]=[CH:28][C:25]([C:26]#[N:27])=[CH:24][CH:23]=1>>[C:21]([C:22]1[CH:29]=[CH:28][C:25]([CH2:26][NH:27][C:4](=[O:6])[CH:3]([O:2][CH3:1])[C:7]2[CH:12]=[CH:11][CH:10]=[C:9]([O:13][C:14]3[CH:19]=[CH:18][CH:17]=[CH:16][CH:15]=3)[CH:8]=2)=[CH:24][CH:23]=1)#[N:20]. Procedure details: (RS)-Methoxy-(3-phenoxy-phenyl)-acetic acid was coupled with 4-aminomethyl benzonitrile according to general procedure B to give (RS)-N-(4-cyano-benzyl)-2-methoxy-2-(3-phenoxy-phenyl)-acetamide. Light yellow oil. MS 373.3 ([M+H]+) Procedure details: The title compound was produced following the procedure of Example 13 using dimethylformamide as solvent, the thienopyrimidine-2,4-dione (3.0 g, 7.76 mmol) from Example 19, and ethyl 5-bromovalerate was used as the alkylating agent. The title compound was isolated in 82% yield (3.3 g), after recrystallization from EtOH, mp 118°-119° C. Isolated yield 82.0%. The reactants are COC1=C(C=CC=C1)N1CCN(CC1)CCN1C(NC2=C(C1=O)SC=C2)=O (3-[2-[4-(2-Methoxyphenyl)piperazin-1-yl]ethyl]thieno[3,2-d]pyrimidine-2,4-dione), BrCCCCC(=O)OCC (ethyl 5-bromovalerate). Product: C(C)OC(=O)CCCCN1C(N(C(C2=C1C=CS2)=O)CCN2CCN(CC2)C2=C(C=CC=C2)OC)=O (1-[4-(Ethoxycarbonyl)butyl]-3-[2-[4-(2-methoxyphenyl)piperazin-1-yl]ethyl]thieno[3,2-d]pyrimidine-2,4-dione). The solvent is CN(C=O)C (dimethylformamide). RXN SMILES: [CH3:1][O:2][C:3]1[CH:8]=[CH:7][CH:6]=[CH:5][C:4]=1[N:9]1[CH2:14][CH2:13][N:12]([CH2:15][CH2:16][N:17]2[C:22](=[O:23])[C:21]3[S:24][CH:25]=[CH:26][C:20]=3[NH:19][C:18]2=[O:27])[CH2:11][CH2:10]1.Br[CH2:29][CH2:30][CH2:31][CH2:32][C:33]([O:35][CH2:36][CH3:37])=[O:34]>CN(C)C=O>[CH2:36]([O:35][C:33]([CH2:32][CH2:31][CH2:30][CH2:29][N:19]1[C:20]2[CH:26]=[CH:25][S:24][C:21]=2[C:22](=[O:23])[N:17]([CH2:16][CH2:15][N:12]2[CH2:11][CH2:10][N:9]([C:4]3[CH:5]=[CH:6][CH:7]=[CH:8][C:3]=3[O:2][CH3:1])[CH2:14][CH2:13]2)[C:18]1=[O:27])=[O:34])[CH3:37]. The reactants are C([O-])([O-])=O.[K+].[K+] (potassium carbonate), O (water), CC1=C(NCC(=O)N)C(=CC=C1)C (2,6-dimethylanilinoacetic acid amide), ClCC(=O)Cl (chloroacetyl chloride), C(=O)=O (CO2). Run in C(C)C(=O)C (methyl ethyl ketone). Product: ClCC(=O)N(C(CN)=O)C1=C(C=CC=C1C)C (N-chloroacetyl-N-(2,6-dimethylphenyl)-amino-acetamide). Reaction SMILES: C(=O)([O-])[O-:2].[K+].[K+].O.[CH3:8][C:9]1[CH:19]=[CH:18][CH:17]=[C:16]([CH3:20])[C:10]=1[NH:11][CH2:12][C:13]([NH2:15])=O.C(=O)=O.[Cl:24][CH2:25][C:26](Cl)=[O:27]>C(C(C)=O)C>[Cl:24][CH2:25][C:26]([N:11]([C:10]1[C:9]([CH3:8])=[CH:19][CH:18]=[CH:17][C:16]=1[CH3:20])[C:12](=[O:2])[CH2:13][NH2:15])=[O:27] |f:0.1.2|. Reported procedure: 12.4 g of potassium carbonate and 0.5 ml of water are added to a solution of 14,5 g of 2,6-dimethylanilinoacetic acid amide in 150 ml of methyl ethyl ketone and 7.15 ml of chloroacetyl chloride are added dropwise thereto with stirring. The temperature rises in the process to 39° C and CO2 is evolved. The reaction mixture is stirred for 3 hours at room temperature, filtered and concentrated in vacuo to dryness. The crystalline residue is recrystallised from ethyl acetate to yield 6.3 g of N-chlor... Reactants: CCC(C)CO, O, Cc1ccc(S(=O)(=O)Cl)cc1, c1ccncc1. Product: CCC(C)COS(=O)(=O)c1ccc(C)cc1. As a reaction SMILES: [CH3:7][CH:8]([CH2:9][OH:10])[CH2:11][CH3:12].[OH2:24].[c:13]1([CH3:23])[cH:14][cH:15][c:16]([S:19](=[O:20])(=[O:21])[Cl:22])[cH:17][cH:18]1.[cH:1]1[cH:2][cH:3][n:4][cH:5][cH:6]1>>[CH3:7][CH:8]([CH2:9][O:10][S:19]([c:16]1[cH:15][cH:14][c:13]([CH3:23])[cH:18][cH:17]1)(=[O:20])=[O:21])[CH2:11][CH3:12]. Starting materials: [Br-], CN(C)c1ccc(C=O)cc1, CS(C)=O, O=c1[nH]ncc2cc(C[P+](c3ccccc3)(c3ccccc3)c3ccccc3)ccc12, O. Yields the product CN(C)c1ccc(C=Cc2ccc3c(=O)[nH]ncc3c2)cc1. Reaction SMILES: [Br-:12].[CH3:1][N:2]([c:3]1[cH:4][cH:5][c:6]([CH:7]=[O:8])[cH:9][cH:10]1)[CH3:11].[CH3:45][S:46]([CH3:47])=[O:48].[O:13]=[c:14]1[nH:15][n:16][cH:17][c:18]2[cH:19][c:20]([CH2:24][P+:25]([c:26]3[cH:27][cH:28][cH:29][cH:30][cH:31]3)([c:32]3[cH:33][cH:34][cH:35][cH:36][cH:37]3)[c:38]3[cH:39][cH:40][cH:41][cH:42][cH:43]3)[cH:21][cH:22][c:23]12.[OH2:44]>>[CH3:1][N:2]([c:3]1[cH:4][cH:5][c:6]([CH:7]=[CH:24][c:20]2[cH:19][c:18]3[cH:17][n:16][nH:15][c:14](=[O:13])[c:23]3[cH:22][cH:21]2)[cH:9][cH:10]1)[CH3:11]. Reactants: C[Mg]Cl (methylmagnesiumchloride), BrC1=CC=2C(=NC(=C(C2)C=O)Cl)S1 (2-bromo-6-chlorothieno[2,3-b]pyridine-5-carbaldehyde). Run in C1CCOC1 (THF). Run at temperature -20 celsius, time 45 minute. Yields the product BrC1=CC=2C(=NC(=C(C2)C(C)O)Cl)S1 (1-(2-bromo-6-chlorothieno[2,3-b]pyridin-5-yl)ethanol). RXN SMILES: [Br:1][C:2]1[S:13][C:5]2=[N:6][C:7]([Cl:12])=[C:8]([CH:10]=[O:11])[CH:9]=[C:4]2[CH:3]=1.[CH3:14][Mg]Cl>C1COCC1>[Br:1][C:2]1[S:13][C:5]2=[N:6][C:7]([Cl:12])=[C:8]([CH:10]([OH:11])[CH3:14])[CH:9]=[C:4]2[CH:3]=1. Procedure details: To a solution of 2-bromo-6-chlorothieno[2,3-b]pyridine-5-carbaldehyde (2.4 g, 8.7 mmol) (Meth-Cohn, O. Narine B. Tetrahedron Lett., 1978, 2045) in THF (50 mL) at −20° C. was added methylmagnesiumchloride (3.04 mL of 3N in THF, 9.1 mmol) dropwise. The reaction was stirred at −20° C. for 45 minutes and then quenched with 25 mL NH4Cl (sat) and 25 mL of water. The reaction was diluted with ether and the layers were separated. The organic layer was washed with brine and concentrated. Purification by ... Starting materials: BrCCCOc1cccc(-c2noc3ccsc23)c1, O=C([O-])[O-], CC#N, NCc1ccccc1C(F)(F)F, [K+], [K+]. Yields the product FC(F)(F)c1ccccc1CNCCCOc1cccc(-c2noc3ccsc23)c1. Reaction SMILES: [Br:1][CH2:2][CH2:3][CH2:4][O:5][c:6]1[cH:7][c:8](-[c:12]2[n:13][o:14][c:15]3[c:16]2[s:17][cH:18][cH:19]3)[cH:9][cH:10][cH:11]1.[C:20](=[O:21])([O-:22])[O-:23].[CH3:38][C:39]#[N:40].[F:26][C:27]([c:28]1[c:29]([CH2:30][NH2:31])[cH:32][cH:33][cH:34][cH:35]1)([F:36])[F:37].[K+:24].[K+:25]>>[CH2:2]([CH2:3][CH2:4][O:5][c:6]1[cH:7][c:8](-[c:12]2[n:13][o:14][c:15]3[c:16]2[s:17][cH:18][cH:19]3)[cH:9][cH:10][cH:11]1)[NH:31][CH2:30][c:29]1[c:28]([C:27]([F:26])([F:36])[F:37])[cH:35][cH:34][cH:33][cH:32]1.